Dataset: the Open Reaction Database (ORD), a public repository of structured organic reaction records. Task: describe an organic reaction: reactants, conditions, products, and yield Reactants: [NH2-].[Na+] (Sodium amide), BrC=1C=CC=2NC3=CC=C(C=C3C2C1)Br (3,6-dibromocarbazole), N (ammonia), C(C#C)Br (propargyl bromide), N (ammonia). The solvent is C1(=CC=CC=C1)C (toluene). Conditions: time 100 minute. The product is C(C#C)N1C2=CC=C(C=C2C=2C=C(C=CC12)Br)Br (N-propargyl-3,6-dibromo carbazole). Yield: 63.9%. As a reaction SMILES: [NH2-].[Na+].[Br:3][C:4]1[CH:5]=[CH:6][C:7]2[NH:8][C:9]3[C:14]([C:15]=2[CH:16]=1)=[CH:13][C:12]([Br:17])=[CH:11][CH:10]=3.N.[CH2:19](Br)[C:20]#[CH:21]>C1(C)C=CC=CC=1>[CH2:21]([N:8]1[C:7]2[CH:6]=[CH:5][C:4]([Br:3])=[CH:16][C:15]=2[C:14]2[C:9]1=[CH:10][CH:11]=[C:12]([Br:17])[CH:13]=2)[C:20]#[CH:19] |f:0.1|. Procedure: Sodium amide (7.73 g, 0.198 mole) was carefully added to a suspension of 3,6-dibromocarbazole (54.7 g, 0.168 mole) in liquid ammonia (ca. 600 ml.) under argon atmosphere. After solution occurred, propargyl bromide (20.2 g, 0.170 mole) in toluene was added dropwise to the solution over 25 minute period. The reaction mixture was stirred for an additional 100 minutes, and the ammonia was allowed to evaporate. The resultant solid was washed with water and recrystallized from ethanol to give 39 g (63... Reactants: C(C)(C)C1=C(N=CS1)C=1C=C(C(=O)O)C=C(C1)C1=NC=C(C=C1)C (3-(5-Isopropyl-thiazol-4-yl)-5-(5-methyl-pyridin-2-yl)-benzoic acid), CC1=CC=C(N=N1)CN (C-(6-methyl-pyridazin-3-yl)-methylamine). Product: C(C)(C)C1=C(N=CS1)C=1C=C(C(=O)NCC=2N=NC(=CC2)C)C=C(C1)C1=NC=C(C=C1)C (3-(5-isopropyl-thiazol-4-yl)-N-(6-methyl-pyridazin-3-ylmethyl)-5-(5-methyl-pyridin-2-yl)-benzamide). RXN SMILES: [CH:1]([C:4]1[S:8][CH:7]=[N:6][C:5]=1[C:9]1[CH:10]=[C:11]([CH:15]=[C:16]([C:18]2[CH:23]=[CH:22][C:21]([CH3:24])=[CH:20][N:19]=2)[CH:17]=1)[C:12]([OH:14])=O)([CH3:3])[CH3:2].[CH3:25][C:26]1[N:31]=[N:30][C:29]([CH2:32][NH2:33])=[CH:28][CH:27]=1>>[CH:1]([C:4]1[S:8][CH:7]=[N:6][C:5]=1[C:9]1[CH:10]=[C:11]([CH:15]=[C:16]([C:18]2[CH:23]=[CH:22][C:21]([CH3:24])=[CH:20][N:19]=2)[CH:17]=1)[C:12]([NH:33][CH2:32][C:29]1[N:30]=[N:31][C:26]([CH3:25])=[CH:27][CH:28]=1)=[O:14])([CH3:2])[CH3:3]. Reported procedure: 3-(5-Isopropyl-thiazol-4-yl)-5-(5-methyl-pyridin-2-yl)-benzoic acid was reacted with C-(6-methyl-pyridazin-3-yl)-methylamine using the procedure of Example 2 to give 3-(5-isopropyl-thiazol-4-yl)-N-(6-methyl-pyridazin-3-ylmethyl)-5-(5-methyl-pyridin-2-yl)-benzamide, MS (M+H)=444. Reactants: C(C)N1N=C2C=CC(=CC2=C1C)N1C(C=C(C=C1)O)=O (1-(2-ethyl-3-methyl-2H-indazol-5-yl)-4-hydroxypyridin-2(1H)-one), P(=O)(Br)(Br)Br (phosphorus oxybromide), C(O)([O-])=O.[Na+] (sodium hydrogen carbonate). Solvent: CN(C=O)C (N,N-dimethylformamide). Run at temperature 50 celsius, time 8 hour. Yields the product BrC1=CC(N(C=C1)C1=CC2=C(N(N=C2C=C1)CC)C)=O (4-bromo-1-(2-ethyl-3-methyl-2H-indazol-5-yl)pyridin-2(1H)-one). The yield is 51.5%. RXN SMILES: [CH2:1]([N:3]1[C:11]([CH3:12])=[C:10]2[C:5]([CH:6]=[CH:7][C:8]([N:13]3[CH:18]=[CH:17][C:16](O)=[CH:15][C:14]3=[O:20])=[CH:9]2)=[N:4]1)[CH3:2].P(Br)(Br)([Br:23])=O.C(=O)([O-])O.[Na+]>CN(C)C=O>[Br:23][C:16]1[CH:17]=[CH:18][N:13]([C:8]2[CH:7]=[CH:6][C:5]3[C:10](=[C:11]([CH3:12])[N:3]([CH2:1][CH3:2])[N:4]=3)[CH:9]=2)[C:14](=[O:20])[CH:15]=1 |f:2.3|. Reported procedure: To a solution of 1-(2-ethyl-3-methyl-2H-indazol-5-yl)-4-hydroxypyridin-2(1H)-one (1.07 g) in N,N-dimethylformamide (20 ml) was added phosphorus oxybromide (1.37 g) at room temperature, and the mixture was stirred at 50° C. overnight. The reaction mixture was cooled to room temperature, saturated aqueous sodium hydrogen carbonate solution was added, and the mixture was extracted with ethyl acetate. The organic layer was washed with saturated brine, dried over anhydrous magnesium sulfate, and conc... Reactants: CCCCCC, CC12CCC3(O)C(CCC4=CC(=O)CCC43C)C1CCC2=O, O=S(=O)(O)O. Yields the product CC12CCC(=O)C=C1CCC1C2=CCC2(C)C(=O)CCC12. RXN SMILES: [CH3:28][CH2:29][CH2:30][CH2:31][CH2:32][CH3:33].[OH:1][C:2]12[C:3]3([CH3:22])[CH2:4][CH2:5][C:6](=[O:21])[CH:7]=[C:8]3[CH2:9][CH2:10][CH:11]1[CH:12]1[CH2:13][CH2:14][C:15](=[O:20])[C:16]1([CH3:17])[CH2:18][CH2:19]2.[S:23](=[O:24])(=[O:25])([OH:26])[OH:27]>>[C:2]12=[CH:19][CH2:18][C:16]3([CH3:17])[CH:12]([CH:11]1[CH2:10][CH2:9][C:8]1=[CH:7][C:6](=[O:21])[CH2:5][CH2:4][C:3]21[CH3:22])[CH2:13][CH2:14][C:15]3=[O:20].